Task: describe an organic reaction: reactants, conditions, products, and yield. Dataset: the Open Reaction Database (ORD), a public repository of structured organic reaction records The reactants are CN1CCN2c3ccccc3Cn3c(c(C=O)c4ccccc43)C2C1, CO, CC(=O)O, C1CCOC1. Product: Cc1c2n(c3ccccc13)Cc1ccccc1N1CCN(C)CC21. As a reaction SMILES: [CH3:1][N:2]1[CH2:3][CH:4]2[N:5]([c:6]3[c:7]([cH:20][cH:21][cH:22][cH:23]3)[CH2:8][n:9]3[c:10]2[c:11]([CH:18]=[O:19])[c:12]2[cH:13][cH:14][cH:15][cH:16][c:17]32)[CH2:24][CH2:25]1.[CH3:26][OH:27].[CH3:28][C:29](=[O:30])[OH:31].[O:32]1[CH2:33][CH2:34][CH2:35][CH2:36]1>>[CH3:1][N:2]1[CH2:3][CH:4]2[N:5]([c:6]3[c:7]([cH:20][cH:21][cH:22][cH:23]3)[CH2:8][n:9]3[c:10]2[c:11]([CH3:18])[c:12]2[cH:13][cH:14][cH:15][cH:16][c:17]32)[CH2:24][CH2:25]1. RXN SMILES: [CH2:30]([CH3:31])[NH2:32].[Cl:43][CH2:44][Cl:45].[OH:33][n:34]1[c:35]2[c:36]([cH:37][cH:38][cH:39][cH:40]2)[n:41][n:42]1.[c:1]1([CH:7]2[CH2:8][CH2:9][N:10]3[c:11]4[c:12]([cH:13][c:14]([CH2:17][C:18](=[O:19])[OH:20])[cH:15][c:16]42)[CH:21]([c:24]2[cH:25][cH:26][cH:27][cH:28][cH:29]2)[CH2:22][CH2:23]3)[cH:2][cH:3][cH:4][cH:5][cH:6]1>>[c:1]1([CH:7]2[CH2:8][CH2:9][N:10]3[c:11]4[c:12]([cH:13][c:14]([CH2:17][C:18](=[O:20])[NH:32][CH2:30][CH3:31])[cH:15][c:16]42)[CH:21]([c:24]2[cH:25][cH:26][cH:27][cH:28][cH:29]2)[CH2:22][CH2:23]3)[cH:2][cH:3][cH:4][cH:5][cH:6]1. Product: CCNC(=O)Cc1cc2c3c(c1)C(c1ccccc1)CCN3CCC2c1ccccc1. The reactants are CCN, ClCCl, On1nnc2ccccc21, O=C(O)Cc1cc2c3c(c1)C(c1ccccc1)CCN3CCC2c1ccccc1.